Dataset: the Open Reaction Database (ORD), a public repository of structured organic reaction records. Task: describe an organic reaction: reactants, conditions, products, and yield RXN SMILES: [NH2:1][C:2]1[CH:29]=[C:28]([C:30]#[N:31])[CH:27]=[CH:26][C:3]=1[NH:4][CH:5]1[CH2:10][CH2:9][N:8]([CH2:11][CH2:12][CH:13]([C:20]2[CH:25]=[CH:24][CH:23]=[CH:22][CH:21]=2)[C:14]2[CH:19]=[CH:18][CH:17]=[CH:16][CH:15]=2)[CH2:7][CH2:6]1.[CH:32](OC)(OC)OC.O.C1(C)C=CC(S(O)(=O)=O)=CC=1>O>[C:30]([C:28]1[CH:27]=[CH:26][C:3]2[N:4]([CH:5]3[CH2:10][CH2:9][N:8]([CH2:11][CH2:12][CH:13]([C:14]4[CH:19]=[CH:18][CH:17]=[CH:16][CH:15]=4)[C:20]4[CH:21]=[CH:22][CH:23]=[CH:24][CH:25]=4)[CH2:7][CH2:6]3)[CH:32]=[N:1][C:2]=2[CH:29]=1)#[N:31] |f:2.3|. The solvent is O (water). Reported procedure: A solution of 2-amino-4-cyano-1-N-[1-(3,3-diphenylpropyl)-piperidin-4-yl]aniline (prepared as described below) (60 mg, 0.15 mmol), trimethyl orthoformate (0.7 ml) and para-toluenesulphonic acid monohydrate (2 mg, 0.11 mmol) was stirred at 100° C. After 2.5 h the mixture was cooled and water (10 ml) was added. The solution was partitioned with EtOAc (2×40 ml) then the organics were combined, dried (MgSO4) and concentrated to give the title compound as an oil (58 mg, 0.15 mmol); MS: 421. Starting materials: NC1=C(NC2CCN(CC2)CCC(C2=CC=CC=C2)C2=CC=CC=C2)C=CC(=C1)C#N (2-amino-4-cyano-1-N-[1-(3,3-diphenylpropyl)-piperidin-4-yl]aniline), C(OC)(OC)OC (trimethyl orthoformate), O.C1(=CC=C(C=C1)S(=O)(=O)O)C (para-toluenesulphonic acid monohydrate). Product: C(#N)C1=CC2=C(N(C=N2)C2CCN(CC2)CCC(C2=CC=CC=C2)C2=CC=CC=C2)C=C1 (5-Cyano-1-[1-(3,3-diphenylpropyl)-piperidin-4-yl]-benzimidazole). Starting materials: COC=1C=C(C(=O)NCC(=O)C=2C=C3CCC(NC3=CC2)=O)C=CC1OC (6-[2-(3,4-dimethoxybenzoylamino)acetyl]-3,4-dihydrocarbostyril), COC1=CC=C(C=C1)P1(SP(S1)(C1=CC=C(C=C1)OC)=S)=S (2,4-bis(4-methoxyphenyl)-1,3-dithia-2,4-diphosphetane-2,4-disulfide), ClCCl (dichloromethane). Run in CO (methanol). Conditions: temperature 200 celsius, time 3 hour. The product is COC=1C=C(C=CC1OC)C=1SC(=CN1)C=1C=C2CCC(NC2=CC1)=O (2-(3,4-dimethoxyphenyl)-5-(3,4-dihydrocarbostyril-6-yl) thiazole). As a reaction SMILES: [CH3:1][O:2][C:3]1[CH:4]=[C:5]([CH:23]=[CH:24][C:25]=1[O:26][CH3:27])[C:6]([NH:8][CH2:9][C:10]([C:12]1[CH:13]=[C:14]2[C:19](=[CH:20][CH:21]=1)[NH:18][C:17](=[O:22])[CH2:16][CH2:15]2)=O)=O.COC1C=CC(P2(=S)SP(=S)(C3C=CC(OC)=CC=3)[S:37]2)=CC=1.ClCCl>CO>[CH3:1][O:2][C:3]1[CH:4]=[C:5]([C:6]2[S:37][C:10]([C:12]3[CH:13]=[C:14]4[C:19](=[CH:20][CH:21]=3)[NH:18][C:17](=[O:22])[CH2:16][CH2:15]4)=[CH:9][N:8]=2)[CH:23]=[CH:24][C:25]=1[O:26][CH3:27]. Procedure: There were mixed, each in a powdery state, 500 mg of 6-[2-(3,4-dimethoxybenzoylamino)acetyl]-3,4-dihydrocarbostyril and 2,4-bis(4-methoxyphenyl)-1,3-dithia-2,4-diphosphetane-2,4-disulfide (Lawesson's reagent). The mixture was stirred at 200° C. with heating. After 3 hours, the reaction was completed. The residue was subjected to silica gel column chromatography (dichloromethane:methanol=49:1 by v/v). A solid obtained from the eluate was recrystallized from ethanol to obtain 98 mg of 2-(3,4-dimet... Reactants: C, CCOC(C)=O, CCOC(=O)C(C(=O)OCC)c1ccc([N+](=O)[O-])c(C(F)(F)F)c1, [Pd]. Yields the product CCOC(=O)C(C(=O)OCC)c1ccc(N)c(C(F)(F)F)c1. As a reaction SMILES: [C:25].[CH3:27][CH2:28][O:29][C:30](=[O:31])[CH3:32].[N+:1]([O-:2])(=[O:3])[c:4]1[c:5]([C:21]([F:22])([F:23])[F:24])[cH:6][c:7]([CH:10]([C:11](=[O:12])[O:13][CH2:14][CH3:15])[C:16](=[O:17])[O:18][CH2:19][CH3:20])[cH:8][cH:9]1.[Pd:26]>>[NH2:1][c:4]1[c:5]([C:21]([F:22])([F:23])[F:24])[cH:6][c:7]([CH:10]([C:11](=[O:12])[O:13][CH2:14][CH3:15])[C:16](=[O:17])[O:18][CH2:19][CH3:20])[cH:8][cH:9]1.